From a dataset of the Open Reaction Database (ORD), a public repository of structured organic reaction records. describe an organic reaction: reactants, conditions, products, and yield Starting materials: ClC1=C(C=C(C=C1)C(F)(F)F)C#N (4-chloro-3-cyanobenzotrifluoride), CC=1C=C(CS)C=CC1 (m-methylbenzylmercaptan), C[O-].[Na+] (sodium methoxide), Cl (hydrochloric acid), [OH-].[Na+] (sodium hydroxide). Run in O (water), O (water), CN(C=O)C (N,N-dimethylformamide), C(C)O (ethanol), CN(C=O)C (N,N-dimethylformamide). Reaction conditions: temperature -15 celsius, time 1 hour. Product: CC=1C=C(CSC2=C(C(=O)O)C=C(C=C2)C(F)(F)F)C=CC1 (2-(m-methylbenzylthio)-5-trifluoromethylbenzoic acid). Reaction SMILES: [CH3:1][C:2]1[CH:3]=[C:4]([CH:7]=[CH:8][CH:9]=1)[CH2:5][SH:6].[CH3:10][O-:11].[Na+].Cl[C:14]1[CH:19]=[CH:18][C:17]([C:20]([F:23])([F:22])[F:21])=[CH:16][C:15]=1C#N.[OH-:26].[Na+].Cl>CN(C)C=O.C(O)C.O>[CH3:1][C:2]1[CH:3]=[C:4]([CH:7]=[CH:8][CH:9]=1)[CH2:5][S:6][C:14]1[CH:19]=[CH:18][C:17]([C:20]([F:23])([F:22])[F:21])=[CH:16][C:15]=1[C:10]([OH:26])=[O:11] |f:1.2,4.5|. Reported procedure: A mixture of m-methylbenzylmercaptan (3.36 g, 24.3 mmol), sodium methoxide (1.31 g, 24.3 mmol) and N,N-dimethylformamide (12.5 ml) was cooled to -15° C., and then added dropwise with stirring to a solution of 4-chloro-3-cyanobenzotrifluoride (5.0 g, 2.43 mmol), in N,N-dimethylformamide (7.5 ml). After stirring for 1 hour at room temperature under a nitrogen atmosphere, the mixture was added to cold water (175 ml) and extracted with chloroform. The organic extract was dried (sodium sulfate) and e...